Dataset: the Open Reaction Database (ORD), a public repository of structured organic reaction records. Task: describe an organic reaction: reactants, conditions, products, and yield Reactants: C(C1=CC=CC=C1)O[C@H]1[C@@H](OC)O[C@@H]([C@@H]([C@@H]1OCC1=CC=CC=C1)O)COCC1=CC=CC=C1 (methyl 2,3,6-tri-O-benzyl-α-D-galactopyranoside), C(C1=CC=CC=C1)O[C@H]1[C@@H](OC)O[C@@H]([C@@H]([C@@H]1OCC1=CC=CC=C1)OS(=O)(=O)C(F)(F)F)COCC1=CC=CC=C1.OS(=O)(=O)C(F)(F)F (triflate methyl 2,3,6-tri-O-benzyl-4-O-trifluoromethylsulfonyl-α-D-galactopyranoside), N1=CC=CC=C1 (pyridine), FC(S(=O)(=O)OS(=O)(=O)C(F)(F)F)(F)F (trifluoromethane sulfonic anhydride). Solvent: C(Cl)Cl (methylene chloride), C(Cl)Cl (methylene chloride). Conditions: temperature -10 celsius, time 15 minute. The product is C(C1=CC=CC=C1)O[C@H]1[C@@H](OC)O[C@@H]([C@@H]([C@@H]1OCC1=CC=CC=C1)OS(=O)(=O)C(F)(F)F)COCC1=CC=CC=C1 (METHYL 2,3,6-TRI-O-BENZYL-4-O-TRIFLUOROMETHYLSULFONYL-α-D-GALACTOPYRANOSIDE). As a reaction SMILES: N1C=CC=CC=1.FC(F)(F)S(OS(C(F)(F)F)(=O)=O)(=O)=O.C(O[C@@H]1[C@@H](OCC2C=CC=CC=2)[C@@H](O)[C@@H](COCC2C=CC=CC=2)O[C@@H]1OC)C1C=CC=CC=1.[CH2:56]([O:63][C@@H:64]1[C@@H:71]([O:72][CH2:73][C:74]2[CH:79]=[CH:78][CH:77]=[CH:76][CH:75]=2)[C@@H:70]([O:80][S:81]([C:84]([F:87])([F:86])[F:85])(=[O:83])=[O:82])[C@@H:69]([CH2:88][O:89][CH2:90][C:91]2[CH:96]=[CH:95][CH:94]=[CH:93][CH:92]=2)[O:68][C@@H:65]1[O:66][CH3:67])[C:57]1[CH:62]=[CH:61][CH:60]=[CH:59][CH:58]=1.OS(C(F)(F)F)(=O)=O>C(Cl)Cl>[CH2:56]([O:63][C@@H:64]1[C@@H:71]([O:72][CH2:73][C:74]2[CH:75]=[CH:76][CH:77]=[CH:78][CH:79]=2)[C@@H:70]([O:80][S:81]([C:84]([F:86])([F:87])[F:85])(=[O:82])=[O:83])[C@@H:69]([CH2:88][O:89][CH2:90][C:91]2[CH:92]=[CH:93][CH:94]=[CH:95][CH:96]=2)[O:68][C@@H:65]1[O:66][CH3:67])[C:57]1[CH:62]=[CH:61][CH:60]=[CH:59][CH:58]=1 |f:3.4|. Procedure: To a solution of dry pyridine (0.46 mL) in methylene chloride (17.5 mL) cooled to -15° C. is added trifluoromethane sulfonic anhydride (0.87 mL). The mixture is stirred during 15 min at -10° C., then methyl 2,3,6-tri-O-benzyl-α-D-galactopyranoside (1.2 g, 2.58 mmol) in methylene chloride (5 mL) is added (N. Morishima, S. Koto, M. Oshima, A. Sugimoto and S. Zen, Bull. Chem. Soc. Jpn, 56, 2849 (1983)). The mixture is washed with water. The organic layer is dried over sodium sulfate, filtered and c... Product: c1cc2c(c(C3CCNCC3)c1)OCO2. Reaction SMILES: [CH3:21][OH:22].[CH:17]([O-:18])=[O:19].[ClH:1].[NH4+:20].[O:2]1[CH2:3][O:4][c:5]2[c:6]1[cH:7][cH:8][cH:9][c:10]2[C:11]1=[CH:16][CH2:15][NH:14][CH2:13][CH2:12]1>>[O:2]1[CH2:3][O:4][c:5]2[c:6]1[cH:7][cH:8][cH:9][c:10]2[CH:11]1[CH2:12][CH2:13][NH:14][CH2:15][CH2:16]1. Starting materials: CO, O=C[O-], Cl, [NH4+], C1=C(c2cccc3c2OCO3)CCNC1. Starting materials: O=C([O-])[O-], CC(C)=O, Sc1ccc(Cl)c(Cl)c1, ClC(CCc1ccccc1)Cn1ccnc1, Cl, [K+], [K+]. Product: Clc1ccc(SC(CCc2ccccc2)Cn2ccnc2)cc1Cl. As a reaction SMILES: [C:27](=[O:28])([O-:29])[O-:30].[CH3:33][C:34](=[O:35])[CH3:36].[Cl:18][c:19]1[cH:20][c:21]([SH:26])[cH:22][cH:23][c:24]1[Cl:25].[Cl:2][CH:3]([CH2:4][n:5]1[cH:6][n:7][cH:8][cH:9]1)[CH2:10][CH2:11][c:12]1[cH:13][cH:14][cH:15][cH:16][cH:17]1.[ClH:1].[K+:31].[K+:32]>>[CH:3]([CH2:4][n:5]1[cH:6][n:7][cH:8][cH:9]1)([CH2:10][CH2:11][c:12]1[cH:13][cH:14][cH:15][cH:16][cH:17]1)[S:26][c:21]1[cH:20][c:19]([Cl:18])[c:24]([Cl:25])[cH:23][cH:22]1. The reactants are Fc1cncc(Br)c1, O=C([O-])[O-], [Cl-], [K+], [K+], [Li+], CN(C)C=O, Oc1cccnc1. The product is Brc1cncc(Oc2cccnc2)c1. RXN SMILES: [Br:1][c:2]1[cH:3][n:4][cH:5][c:6]([F:8])[cH:7]1.[C:16](=[O:17])([O-:18])[O-:19].[Cl-:27].[K+:20].[K+:21].[Li+:28].[O:22]=[CH:23][N:24]([CH3:25])[CH3:26].[OH:9][c:10]1[cH:11][n:12][cH:13][cH:14][cH:15]1>>[Br:1][c:2]1[cH:3][n:4][cH:5][c:6]([O:9][c:10]2[cH:11][n:12][cH:13][cH:14][cH:15]2)[cH:7]1. The reactants are ClCCCCC(C1=CC=C(C=C1)F)C1=CC=C(C=C1)F (1,1'-(5-chloro-1-pentylidene)bis[4fluorobenzene]), NC(=O)C1CN(CCN1)CC(=O)NC1=C(C=CC(=C1)F)C (3-(aminocarbonyl)-N-(5-fluoro-2-methylphenyl)-1-piperazineacetamide), [I-].[K+] (potassium iodide), C([O-])([O-])=O.[Na+].[Na+] (sodium carbonate). Solvent: CN(C=O)C (N,N-dimethylformamide), C(C)N(CC)CC (N,N-diethylethanamine). Conditions: temperature 70 celsius. Product: Cl.NC(=O)C1CN(CCN1CCCCC(C1=CC=C(C=C1)F)C1=CC=C(C=C1)F)CC(=O)NC1=C(C=CC(=C1)F)C (3-(aminocarbonyl)-4-[5,5-bis (4 -fluorophenyl)pentyl]-N-(5-fluoro-2-methylphenyl)-1-piperazineacetamide monohydrochloride). RXN SMILES: [Cl:1][CH2:2][CH2:3][CH2:4][CH2:5][CH:6]([C:14]1[CH:19]=[CH:18][C:17]([F:20])=[CH:16][CH:15]=1)[C:7]1[CH:12]=[CH:11][C:10]([F:13])=[CH:9][CH:8]=1.[NH2:21][C:22]([CH:24]1[NH:29][CH2:28][CH2:27][N:26]([CH2:30][C:31]([NH:33][C:34]2[CH:39]=[C:38]([F:40])[CH:37]=[CH:36][C:35]=2[CH3:41])=[O:32])[CH2:25]1)=[O:23].[I-].[K+].C(=O)([O-])[O-].[Na+].[Na+]>CN(C)C=O.C(N(CC)CC)C>[ClH:1].[NH2:21][C:22]([CH:24]1[N:29]([CH2:2][CH2:3][CH2:4][CH2:5][CH:6]([C:14]2[CH:19]=[CH:18][C:17]([F:20])=[CH:16][CH:15]=2)[C:7]2[CH:12]=[CH:11][C:10]([F:13])=[CH:9][CH:8]=2)[CH2:28][CH2:27][N:26]([CH2:30][C:31]([NH:33][C:34]2[CH:39]=[C:38]([F:40])[CH:37]=[CH:36][C:35]=2[CH3:41])=[O:32])[CH2:25]1)=[O:23] |f:2.3,4.5.6,9.10|. Procedure details: A mixture of 3.5 parts of 1,1'-(5-chloro-1-pentylidene)bis[4fluorobenzene], 2.94 parts of 3-(aminocarbonyl)-N-(5-fluoro-2-methylphenyl)-1-piperazineacetamide, 2.1 parts of N,N-diethylethanamine, 0.1 parts of potassium iodide and 45 parts of N,N-dimethylformamide was stirred and heated for 48 hours at about 70° C. After 24 hours of stirring 2.12 parts of sodium carbonate were added. The reaction mixture was evaporated. The residue was taken up in water and the product was extracted with dichlorom... Reactants: COC(=O)C1=C(SC=C1)S(=O)(=O)Cl (2-chlorosulfonylthiophene-3-carboxylic acid methyl ester), 2-N, Cl (hydrochloric acid), CN (methylamine). Run in C(Cl)(Cl)Cl (chloroform). Conditions: time 3 hour. The product is 2-N, COC(=O)C1=C(SC=C1)S(NC)(=O)=O (methylsulfamoylthiophene-3-carboxylic acid methyl ester). RXN SMILES: [CH3:1][O:2][C:3]([C:5]1[CH:9]=[CH:8][S:7][C:6]=1[S:10](Cl)(=[O:12])=[O:11])=[O:4].[CH3:14][NH2:15].Cl>C(Cl)(Cl)Cl>[CH3:1][O:2][C:3]([C:5]1[CH:9]=[CH:8][S:7][C:6]=1[S:10](=[O:12])(=[O:11])[NH:15][CH3:14])=[O:4]. Procedure: 12 g (50 mmol) of 2-chlorosulfonylthiophene-3-carboxylic acid methyl ester are dissolved in 120 ml of absolute chloroform. Thereupon, dry methylamine is conducted into the solution at room temperature until a moist pH paper shows an alkaline reaction with the solution. Thereafter, the mixture is stirred for a further 3 hours at room temperature, whereby a moist pH paper must give an alkaline reaction with the solution to the end. The mixture is poured into 100 ml of 2-N hydrochloric acid. The or... Reactants: CCO, [H][H], CC(C)Nc1nc2ccc(CO)cc2n2c(=O)[nH]nc12. Yields the product Cc1ccc2nc(NC(C)C)c3n[nH]c(=O)n3c2c1. As a reaction SMILES: [CH3:23][CH2:24][OH:25].[H:21][H:22].[OH:1][CH2:2][c:3]1[cH:4][cH:5][c:6]2[n:7][c:8]([NH:17][CH:18]([CH3:19])[CH3:20])[c:9]3[n:10]([c:11]2[cH:12]1)[c:13](=[O:16])[nH:14][n:15]3>>[CH3:2][c:3]1[cH:4][cH:5][c:6]2[n:7][c:8]([NH:17][CH:18]([CH3:19])[CH3:20])[c:9]3[n:10]([c:11]2[cH:12]1)[c:13](=[O:16])[nH:14][n:15]3. The reactants are B, CCCCCC, CCO, Cl, CSc1ccc(C=C2C(C)=C(CC=NO)c3cc(F)ccc32)cc1, c1ccncc1. Yields the product CSc1ccc(C=C2C(C)=C(CCNO)c3cc(F)ccc32)cc1. As a reaction SMILES: [BH3:25].[CH3:33][CH2:34][CH2:35][CH2:36][CH2:37][CH3:38].[CH3:39][CH2:40][OH:41].[ClH:32].[F:1][c:2]1[cH:3][c:4]2[c:8]([cH:9][cH:10]1)[C:7](=[CH:11][c:12]1[cH:13][cH:14][c:15]([S:18][CH3:19])[cH:16][cH:17]1)[C:6]([CH3:20])=[C:5]2[CH2:21][CH:22]=[N:23][OH:24].[n:26]1[cH:27][cH:28][cH:29][cH:30][cH:31]1>>[F:1][c:2]1[cH:3][c:4]2[c:8]([cH:9][cH:10]1)[C:7](=[CH:11][c:12]1[cH:13][cH:14][c:15]([S:18][CH3:19])[cH:16][cH:17]1)[C:6]([CH3:20])=[C:5]2[CH2:21][CH2:22][NH:23][OH:24].